Task: describe an organic reaction: reactants, conditions, products, and yield. Dataset: the Open Reaction Database (ORD), a public repository of structured organic reaction records The reactants are C(CCC)C1=CC=C(C=C1)C#CC1=CC=C(CN(C(CC#N)=O)CC2=CC=C(OCC(=O)OC)C=C2)C=C1 (methyl (4-{[{4-[(4-butylphenyl)ethynyl]benzyl}(cyanoacetyl)amino]methyl}phenoxy)acetate), [OH-].[Na+] (NaOH), powder. The solvent is CN(C)C=O (DMF). The product is C(CCC)C1=CC=C(C=C1)C#CC1=CC=C(CN(C(CC#N)=O)CC2=CC=C(OCC(=O)O)C=C2)C=C1 ((4-{[{4-[(4-butylphenyl)ethynyl]benzyl}(cyanoacetyl)amino]methyl}phenoxy)acetic acid). Reaction SMILES: [CH2:1]([C:5]1[CH:10]=[CH:9][C:8]([C:11]#[C:12][C:13]2[CH:38]=[CH:37][C:16]([CH2:17][N:18]([CH2:24][C:25]3[CH:36]=[CH:35][C:28]([O:29][CH2:30][C:31]([O:33]C)=[O:32])=[CH:27][CH:26]=3)[C:19](=[O:23])[CH2:20][C:21]#[N:22])=[CH:15][CH:14]=2)=[CH:7][CH:6]=1)[CH2:2][CH2:3][CH3:4].[OH-].[Na+]>CN(C=O)C>[CH2:1]([C:5]1[CH:6]=[CH:7][C:8]([C:11]#[C:12][C:13]2[CH:38]=[CH:37][C:16]([CH2:17][N:18]([CH2:24][C:25]3[CH:26]=[CH:27][C:28]([O:29][CH2:30][C:31]([OH:33])=[O:32])=[CH:35][CH:36]=3)[C:19](=[O:23])[CH2:20][C:21]#[N:22])=[CH:15][CH:14]=2)=[CH:9][CH:10]=1)[CH2:2][CH2:3][CH3:4] |f:1.2|. Reported procedure: The titled compound was prepared following the procedure F using methyl (4-{[{4-[(4-butylphenyl)ethynyl]benzyl}(cyanoacetyl)amino]methyl}phenoxy)acetate and NaOH 1 N in the presence of DMF, as a white powder (20%). M− (ESI): 493.3; M+ (ESI): 495.3. HPLC, Rt: 5.01 min (Purity: 80.6%). Reactants: O=C(Cl)c1ccccc1, CC(=O)OC1CC(N2C(=O)c3cccc(N)c3C2=O)C(=O)NC1=O, C1CCOC1. The product is CC(=O)OC1CC(N2C(=O)c3cccc(NC(=O)c4ccccc4)c3C2=O)C(=O)NC1=O. As a reaction SMILES: [C:25]([c:26]1[cH:27][cH:28][cH:29][cH:30][cH:31]1)(=[O:32])[Cl:33].[NH2:1][c:2]1[c:3]2[c:7]([cH:8][cH:9][cH:10]1)[C:6](=[O:11])[N:5]([CH:12]1[C:13](=[O:23])[NH:14][C:15](=[O:22])[CH:16]([O:18][C:19]([CH3:20])=[O:21])[CH2:17]1)[C:4]2=[O:24].[O:34]1[CH2:35][CH2:36][CH2:37][CH2:38]1>>[NH:1]([c:2]1[c:3]2[c:7]([cH:8][cH:9][cH:10]1)[C:6](=[O:11])[N:5]([CH:12]1[C:13](=[O:23])[NH:14][C:15](=[O:22])[CH:16]([O:18][C:19]([CH3:20])=[O:21])[CH2:17]1)[C:4]2=[O:24])[C:25]([c:26]1[cH:27][cH:28][cH:29][cH:30][cH:31]1)=[O:32]. Reactants: C([O-])(O)=O.[Na+] (sodium bicarbonate), C=O (Paraformaldehyde), triacetoxy sodium borohydride, C(#N)C1=C(C=CC=C1)C=1C(N(C=C(C1)C1=NC=CC=C1)C1=CC(=CC=C1)N)=O (3-(2-cyanophenyl)-5-(2-pyridyl)-1-(3-aminophenyl)-1,2-dihydropyridin-2-one). Run in C(C)(=O)O (acetic acid). Product: C(#N)C1=C(C=CC=C1)C=1C(N(C=C(C1)C1=NC=CC=C1)C1=CC(=CC=C1)NC)=O (3-(2-Cyanophenyl)-5-(2-pyridyl)-1-(3-methylaminophenyl)-1,2-dihydropyridin-2-one). Reaction SMILES: C=O.[C:3]([C:5]1[CH:10]=[CH:9][CH:8]=[CH:7][C:6]=1[C:11]1[C:12](=[O:30])[N:13]([C:23]2[CH:28]=[CH:27][CH:26]=[C:25]([NH2:29])[CH:24]=2)[CH:14]=[C:15]([C:17]2[CH:22]=[CH:21][CH:20]=[CH:19][N:18]=2)[CH:16]=1)#[N:4].[C:31](=O)(O)[O-].[Na+]>C(O)(=O)C>[C:3]([C:5]1[CH:10]=[CH:9][CH:8]=[CH:7][C:6]=1[C:11]1[C:12](=[O:30])[N:13]([C:23]2[CH:28]=[CH:27][CH:26]=[C:25]([NH:29][CH3:31])[CH:24]=2)[CH:14]=[C:15]([C:17]2[CH:22]=[CH:21][CH:20]=[CH:19][N:18]=2)[CH:16]=1)#[N:4] |f:2.3|. Reported procedure: Paraformaldehyde (41 mg) and 119 mg of triacetoxy sodium borohydride were added to a solution of 50 mg of 3-(2-cyanophenyl)-5-(2-pyridyl)-1-(3-aminophenyl)-1,2-dihydropyridin-2-one in 3 ml of acetic acid followed by stirring at room temperature for one night. To this was added an aqueous solution of sodium bicarbonate, the mixture was extracted with ethyl acetate, the organic layer was washed with water, dried and concentrated and the residue was purified by a silica gel column chromatography (e... Reactants: COC=1C=C(C=CC(=O)OC(C)(C)C)C=CC1C(=O)OC (t-butyl 3-methoxy-4-methoxycarbonylcinnamate), FC(C(=O)O)(F)F (trifluoroacetic acid). Solvent: ClCCl (dichloromethane). Reaction conditions: time 8 hour. The product is COC=1C=C(C=CC(=O)O)C=CC1C(=O)OC (3-methoxy-4-methoxycarbonylcinnamic acid). The yield is 44.0%. As a reaction SMILES: [CH3:1][O:2][C:3]1[CH:4]=[C:5]([CH:15]=[CH:16][C:17]=1[C:18]([O:20][CH3:21])=[O:19])[CH:6]=[CH:7][C:8]([O:10]C(C)(C)C)=[O:9].FC(F)(F)C(O)=O>ClCCl>[CH3:1][O:2][C:3]1[CH:4]=[C:5]([CH:15]=[CH:16][C:17]=1[C:18]([O:20][CH3:21])=[O:19])[CH:6]=[CH:7][C:8]([OH:10])=[O:9]. Reported procedure: To a solution of t-butyl 3-methoxy-4-methoxycarbonylcinnamate (23.5 g) in anhydrous dichloromethane (100 ml) is added trifluoroacetic acid (50 ml) under ice-cooling, and the mixture is stirred at room temperature overnight. The reaction solution is concentrated under reduced pressure to remove the solvent, and the residue is crystallized from ethanol to give 3-methoxy-4-methoxycarbonylcinnamic acid (8.35 g). The reactants are Cl, CC(O)CCN1CCCCC1, Oc1ccc(C2=NC3(CCCCC3)CO2)cc1, C1CCOC1, c1ccc(P(c2ccccc2)c2ccccc2)cc1. Yields the product CC(CCN1CCCCC1)Oc1ccc(C2=NC3(CCCCC3)CO2)cc1. As a reaction SMILES: [ClH:48].[N:20]1([CH2:26][CH2:27][CH:28]([CH3:29])[OH:30])[CH2:21][CH2:22][CH2:23][CH2:24][CH2:25]1.[N:31]1=[C:32]([c:41]2[cH:42][cH:43][c:44]([OH:47])[cH:45][cH:46]2)[O:33][CH2:34][C:35]12[CH2:36][CH2:37][CH2:38][CH2:39][CH2:40]2.[O:49]1[CH2:50][CH2:51][CH2:52][CH2:53]1.[c:1]1([P:2]([c:3]2[cH:4][cH:5][cH:6][cH:7][cH:8]2)[c:9]2[cH:10][cH:11][cH:12][cH:13][cH:14]2)[cH:15][cH:16][cH:17][cH:18][cH:19]1>>[N:20]1([CH2:26][CH2:27][CH:28]([CH3:29])[O:30][c:44]2[cH:43][cH:42][c:41]([C:32]3=[N:31][C:35]4([CH2:34][O:33]3)[CH2:36][CH2:37][CH2:38][CH2:39][CH2:40]4)[cH:46][cH:45]2)[CH2:21][CH2:22][CH2:23][CH2:24][CH2:25]1. Starting materials: BrC=1C=CC=2NC3=CC=C(C=C3C2C1)Br (3,6-dibromocarbazole), C(CCCCCCC)OC1=CC=C(C=C1)B(O)O (4-(octyloxy)phenylboronic acid), C(=O)(O)[O-].[Na+] (NaHCO3), C(C)O (ethanol). The reagents and catalysts are C=1C=CC(=CC1)[P](C=2C=CC=CC2)(C=3C=CC=CC3)[Pd]([P](C=4C=CC=CC4)(C=5C=CC=CC5)C=6C=CC=CC6)([P](C=7C=CC=CC7)(C=8C=CC=CC8)C=9C=CC=CC9)[P](C=1C=CC=CC1)(C=1C=CC=CC1)C=1C=CC=CC1 (Pd(PPh3)4). Run in C1(=CC=CC=C1)C (toluene). Run at temperature 90 celsius. Yields the product C(CCCCCCC)OC1=CC=C(C=C1)C=1C=CC=2NC3=CC=C(C=C3C2C1)C1=CC=C(C=C1)OCCCCCCCC (3,6-bis(4-(octyloxy)phenyl)-carbazole). RXN SMILES: Br[C:2]1[CH:3]=[CH:4][C:5]2[NH:6][C:7]3[C:12]([C:13]=2[CH:14]=1)=[CH:11][C:10](Br)=[CH:9][CH:8]=3.[CH2:16]([O:24][C:25]1[CH:30]=[CH:29][C:28](B(O)O)=[CH:27][CH:26]=1)[CH2:17][CH2:18][CH2:19][CH2:20][CH2:21][CH2:22][CH3:23].[C:34]([O-:37])(O)=O.[Na+].[CH2:39](O)[CH3:40]>C1C=CC([P]([Pd]([P](C2C=CC=CC=2)(C2C=CC=CC=2)C2C=CC=CC=2)([P](C2C=CC=CC=2)(C2C=CC=CC=2)C2C=CC=CC=2)[P](C2C=CC=CC=2)(C2C=CC=CC=2)C2C=CC=CC=2)(C2C=CC=CC=2)C2C=CC=CC=2)=CC=1.C1(C)C=CC=CC=1>[CH2:16]([O:24][C:25]1[CH:30]=[CH:29][C:28]([C:2]2[CH:3]=[CH:4][C:5]3[NH:6][C:7]4[C:12]([C:13]=3[CH:14]=2)=[CH:11][C:10]([C:2]2[CH:3]=[CH:4][C:5]([O:37][CH2:34][CH2:9][CH2:8][CH2:7][CH2:12][CH2:11][CH2:39][CH3:40])=[CH:13][CH:14]=2)=[CH:9][CH:8]=4)=[CH:27][CH:26]=1)[CH2:17][CH2:18][CH2:19][CH2:20][CH2:21][CH2:22][CH3:23] |f:2.3,^1:45,47,66,85|. Procedure details: 3,6-dibromocarbazole (3.03 g, 9.32 mmol), 4-(octyloxy)phenylboronic acid (7.14 g, 28.5 mmol), aqueous NaHCO3 (80 ml), ethanol (120 ml) and toluene (190 ml) was mixed and degassed with nitrogen for 15 minutes before adding the Pd(PPh3)4 catalyst (80 mg, 0.07 mmol). The reaction mixture was then brought to reflux at 90° C. for 5 h 20 minutes. It was quenched with water when reached room temperature and extracted three times with ethyl acetate. The combined organic phases were washed with brine and...